Dataset: the Open Reaction Database (ORD), a public repository of structured organic reaction records. Task: describe an organic reaction: reactants, conditions, products, and yield Starting materials: [I-].[Li+] (lithium iodide), C(=O)(OCC)C1=CC(N=C2N1C1=C(C(=NC2)C2=C(C=CC=C2)Cl)C=C(C=C1)Cl)=O (1-carboethoxy-9-chloro-7-(o-chlorophenyl)pyrimido[1,2-a][1,4]benzodiazepin-3(5H)-one). The solvent is N1=CC=CC=C1 (pyridine). Yields the product ClC=1C=CC2=C(C(=NCC=3N2C=CC(N3)=O)C3=C(C=CC=C3)Cl)C1 (9-chloro-7-(o-chlorophenyl)pyrimido[1,2-a][1,4]benzodiazepin-3(5H)-one). RXN SMILES: C([C:6]1[N:11]2[C:12]3[CH:27]=[CH:26][C:25]([Cl:28])=[CH:24][C:13]=3[C:14]([C:17]3[CH:22]=[CH:21][CH:20]=[CH:19][C:18]=3[Cl:23])=[N:15][CH2:16][C:10]2=[N:9][C:8](=[O:29])[CH:7]=1)(OCC)=O.[I-].[Li+]>N1C=CC=CC=1>[Cl:28][C:25]1[CH:26]=[CH:27][C:12]2[N:11]3[CH:6]=[CH:7][C:8](=[O:29])[N:9]=[C:10]3[CH2:16][N:15]=[C:14]([C:17]3[CH:22]=[CH:21][CH:20]=[CH:19][C:18]=3[Cl:23])[C:13]=2[CH:24]=1 |f:1.2|. Procedure details: In the manner given in Example 32, 1-carboethoxy-9-chloro-7-(o-chlorophenyl)pyrimido[1,2-a][1,4]benzodiazepin-3(5H)-one was heated in pyridine with lithium iodide to give 9-chloro-7-(o-chlorophenyl)pyrimido[1,2-a][1,4]benzodiazepin-3(5H)-one. The reactants are [BH4-], CC(C)(C)OC(=O)N1CC(C)(C)C(=O)c2ccccc21, CO, [Na+]. The product is CC1(C)Cc2ccccc2N(C(=O)OC(C)(C)C)C1. Reaction SMILES: [BH4-:21].[C:1]([CH3:2])([CH3:3])([CH3:4])[O:5][C:6](=[O:7])[N:8]1[CH2:9][C:10]([CH3:19])([CH3:20])[C:11](=[O:18])[c:12]2[cH:13][cH:14][cH:15][cH:16][c:17]21.[CH3:23][OH:24].[Na+:22]>>[C:1]([CH3:2])([CH3:3])([CH3:4])[O:5][C:6](=[O:7])[N:8]1[CH2:9][C:10]([CH3:19])([CH3:20])[CH2:11][c:12]2[cH:13][cH:14][cH:15][cH:16][c:17]21. The reactants are OCC(CC(=O)OCC)C1=CC=CC=C1 (ethyl 4-hydroxy-3-phenylbutyrate), COC(CC(COC1=CC=C(C=C1)N1CCN(CC1)C1=CC=NC=C1)C1=CC=CC=C1)=O (methyl-3-phenyl-4-[4-[4-(4-pyridyl)piperazin-1-yl]phenoxy]butyrate). The product is C1(=CC=CC=C1)C(CC(=O)O)COC1=CC=C(C=C1)N1CCN(CC1)C1=CC=NC=C1 (3-Phenyl-4-[4-[4-(4-pyridyl)piperazin-1-yl]phenoxy]-butyric acid). The yield is 10.0%. Reaction SMILES: OCC(C1C=CC=CC=1)CC(OCC)=O.C[O:17][C:18](=[O:47])[CH2:19][CH:20]([C:41]1[CH:46]=[CH:45][CH:44]=[CH:43][CH:42]=1)[CH2:21][O:22][C:23]1[CH:28]=[CH:27][C:26]([N:29]2[CH2:34][CH2:33][N:32]([C:35]3[CH:40]=[CH:39][N:38]=[CH:37][CH:36]=3)[CH2:31][CH2:30]2)=[CH:25][CH:24]=1>>[C:41]1([CH:20]([CH2:21][O:22][C:23]2[CH:24]=[CH:25][C:26]([N:29]3[CH2:30][CH2:31][N:32]([C:35]4[CH:36]=[CH:37][N:38]=[CH:39][CH:40]=4)[CH2:33][CH2:34]3)=[CH:27][CH:28]=2)[CH2:19][C:18]([OH:47])=[O:17])[CH:46]=[CH:45][CH:44]=[CH:43][CH:42]=1. Procedure: In a similar manner to Example 204ii), but starting from RS ethyl 4-hydroxy-3-phenylbutyrate was made RS methyl-3-phenyl-4-[4-[4-(4-pyridyl)piperazin-1-yl]phenoxy]butyrate in 10% yield as an oil; NMR (d6DMSO+CD3COOD) δ 8.23(2H,d), 7.3(5H,m), 7.17(2H,d), 6.95(2H,d), 6.83(2H,d), 4.06(2H,m), 3.77(4H,t), 3.55(3H,s), 3.51(1H,m), 3.17(4H, t), 2.83(2H,m); m/e 432(M+H)+. Reactants: O, O=S(=O)(O)O, O=C(O)c1ccc(-c2nnn[nH]2)cc1S(=O)(=O)c1ccccc1. The product is O=C1c2ccccc2S(=O)(=O)c2cc(-c3nnn[nH]3)ccc21. RXN SMILES: [OH2:29].[S:24](=[O:25])(=[O:26])([OH:27])[OH:28].[c:1]1([S:7](=[O:8])(=[O:9])[c:10]2[c:11]([C:12](=[O:13])[OH:14])[cH:15][cH:16][c:17](-[c:19]3[n:20][n:21][n:22][nH:23]3)[cH:18]2)[cH:2][cH:3][cH:4][cH:5][cH:6]1>>[c:1]12[cH:2][cH:3][cH:4][cH:5][c:6]1[C:12](=[O:13])[c:11]1[c:10]([cH:18][c:17](-[c:19]3[nH:20][n:21][n:22][n:23]3)[cH:16][cH:15]1)[S:7]2(=[O:8])=[O:9]. Reactants: C(C)(C)(C)[Si](OC(=CC)C1=C(C=CC=C1)C1=CC2=C(NC(=N2)COC2=CC=C(C=C2)C(F)(F)F)C=C1)(C)C (5-{2-[1-(tert-butyl-dimethyl-silanyloxy)-propenyl]-phenyl}-2-(4-trifluoromethyl-phenoxymethyl)-1H-benzoimidazole), ClC=1C=C(C(=O)OO)C=CC1 (m-chloroperoxybenzoic acid). The solvent is C(Cl)Cl (CH2Cl2). Reaction conditions: time 2 hour. The product is C(C)(C)(C)[Si](OC1(OC1C)C1=C(C=CC=C1)C1=CC2=C(NC(=N2)COC2=CC=C(C=C2)C(F)(F)F)C=C1)(C)C (5-{2-[2-(tert-butyl-dimethyl-silanyloxy)-3-methyl-oxiranyl]-phenyl}-2-(4-trifluoromethyl-phenoxymethyl)-1H-benzoimidazole). Isolated yield 93.4%. RXN SMILES: [C:1]([Si:5]([CH3:38])([CH3:37])[O:6][C:7]([C:10]1[CH:15]=[CH:14][CH:13]=[CH:12][C:11]=1[C:16]1[CH:36]=[CH:35][C:19]2[NH:20][C:21]([CH2:23][O:24][C:25]3[CH:30]=[CH:29][C:28]([C:31]([F:34])([F:33])[F:32])=[CH:27][CH:26]=3)=[N:22][C:18]=2[CH:17]=1)=[CH:8][CH3:9])([CH3:4])([CH3:3])[CH3:2].ClC1C=C(C=CC=1)C(OO)=[O:44]>C(Cl)Cl>[C:1]([Si:5]([CH3:38])([CH3:37])[O:6][C:7]1([C:10]2[CH:15]=[CH:14][CH:13]=[CH:12][C:11]=2[C:16]2[CH:36]=[CH:35][C:19]3[NH:20][C:21]([CH2:23][O:24][C:25]4[CH:26]=[CH:27][C:28]([C:31]([F:32])([F:34])[F:33])=[CH:29][CH:30]=4)=[N:22][C:18]=3[CH:17]=2)[CH:8]([CH3:9])[O:44]1)([CH3:3])([CH3:4])[CH3:2]. Procedure: A solution of 5-{2-[1-(tert-butyl-dimethyl-silanyloxy)-propenyl]-phenyl}-2-(4-trifluoromethyl-phenoxymethyl)-1H-benzoimidazole (0.052 g, 0.0965 mmol) in CH2Cl2 (4 mL) at rt was added m-chloroperoxybenzoic acid (77% max, 0.035 g, 0.154 mmol). After stirring for 2 hours, the reaction mixture was concentrated, and the residue was purified by chromatography (silica, hexanes: EtOAc, 2:1) to afford the title compound as a yellow oil (0.050 g, 94%).